Task: describe an organic reaction: reactants, conditions, products, and yield. Dataset: the Open Reaction Database (ORD), a public repository of structured organic reaction records Reactants: C1COCCO1, CCOC(C)=O, COc1ccc(-n2cnc3c(Cl)nc4cc(C(F)(F)F)ccc4c32)cc1, NCCCO. Yields the product COc1ccc(-n2cnc3c(NCCCO)nc4cc(C(F)(F)F)ccc4c32)cc1. As a reaction SMILES: [CH2:32]1[O:33][CH2:34][CH2:35][O:36][CH2:37]1.[CH3:38][CH2:39][O:40][C:41](=[O:42])[CH3:43].[Cl:1][c:2]1[n:3][c:4]2[cH:5][c:6]([C:23]([F:24])([F:25])[F:26])[cH:7][cH:8][c:9]2[c:10]2[c:11]1[n:12][cH:13][n:14]2-[c:15]1[cH:16][cH:17][c:18]([O:21][CH3:22])[cH:19][cH:20]1.[NH2:27][CH2:28][CH2:29][CH2:30][OH:31]>>[c:2]1([NH:27][CH2:28][CH2:29][CH2:30][OH:31])[n:3][c:4]2[cH:5][c:6]([C:23]([F:24])([F:25])[F:26])[cH:7][cH:8][c:9]2[c:10]2[c:11]1[n:12][cH:13][n:14]2-[c:15]1[cH:16][cH:17][c:18]([O:21][CH3:22])[cH:19][cH:20]1. The reactants are N#CCC(=O)O, C1CCNCC1, Cc1ccccc1, O=Cc1ccc(OCC(F)(F)C(F)F)cc1, c1ccncc1. The product is N#CC=Cc1ccc(OCC(F)(F)C(F)F)cc1. RXN SMILES: [C:17](#[N:18])[CH2:19][C:20]([OH:21])=[O:22].[CH2:29]1[CH2:30][CH2:31][NH:32][CH2:33][CH2:34]1.[CH3:35][c:36]1[cH:37][cH:38][cH:39][cH:40][cH:41]1.[F:1][C:2]([CH2:3][O:4][c:5]1[cH:6][cH:7][c:8]([CH:9]=[O:10])[cH:11][cH:12]1)([CH:13]([F:14])[F:15])[F:16].[cH:23]1[cH:24][cH:25][n:26][cH:27][cH:28]1>>[F:1][C:2]([CH2:3][O:4][c:5]1[cH:6][cH:7][c:8]([CH:9]=[CH:19][C:17]#[N:18])[cH:11][cH:12]1)([CH:13]([F:14])[F:15])[F:16]. The reactants are C(C)(C)(C)OC(=O)N1C2CNC(CC1COC2)=O (4-Oxo-8-oxa-3,10-diaza-bicyclo[4.3.1]decane-10-carboxylic acid tert-butyl ester), BrC=1C=CC(=NC1)[N+](=O)[O-] (5-Bromo-2-nitro-pyridine). Yields the product C(C)(C)(C)OC(=O)N1C2CN(C(CC1COC2)=O)C=2C=NC(=CC2)[N+](=O)[O-] (3-(6-Nitro-pyridin-3-yl)-4-oxo-8-oxa-3,10-diaza-bicyclo[4.3.1]decane-10-carboxylic acid tert-butyl ester). Yield: 60.2%. Reaction SMILES: [C:1]([O:5][C:6]([N:8]1[CH:14]2[CH2:15][O:16][CH2:17][CH:9]1[CH2:10][NH:11][C:12](=[O:18])[CH2:13]2)=[O:7])([CH3:4])([CH3:3])[CH3:2].Br[C:20]1[CH:21]=[CH:22][C:23]([N+:26]([O-:28])=[O:27])=[N:24][CH:25]=1>>[C:1]([O:5][C:6]([N:8]1[CH:14]2[CH2:15][O:16][CH2:17][CH:9]1[CH2:10][N:11]([C:20]1[CH:25]=[N:24][C:23]([N+:26]([O-:28])=[O:27])=[CH:22][CH:21]=1)[C:12](=[O:18])[CH2:13]2)=[O:7])([CH3:4])([CH3:2])[CH3:3]. Procedure details: Following general N—C coupling procedure 1, 4-Oxo-8-oxa-3,10-diaza-bicyclo[4.3.1]decane-10-carboxylic acid tert-butyl ester (0.776 g, 3.03 mmol) was combined with 5-Bromo-2-nitro-pyridine (0.676 g, 3.33 mmol) which gave 3-(6-Nitro-pyridin-3-yl)-4-oxo-8-oxa-3,10-diaza-bicyclo[4.3.1]decane-10-carboxylic acid tert-butyl ester (0.69 g, 1.732) in 57.2 yield. MS m/z 379.4 (M+H) The reactants are ClCCBr, CC[N+](CC)(CC)Cc1ccccc1, [Cl-], N#CCc1ccc(Cl)nc1, [Na+], [OH-], O. Yields the product N#CC1(c2ccc(Cl)nc2)CC1. RXN SMILES: [Br:11][CH2:12][CH2:13][Cl:14].[CH2:18]([N+:19]([CH2:20][CH3:21])([CH2:22][CH3:23])[CH2:24][CH3:25])[c:26]1[cH:27][cH:28][cH:29][cH:30][cH:31]1.[Cl-:17].[Cl:1][c:2]1[cH:3][cH:4][c:5]([CH2:8][C:9]#[N:10])[cH:6][n:7]1.[Na+:16].[OH-:15].[OH2:32]>>[Cl:1][c:2]1[cH:3][cH:4][c:5]([C:8]2([C:9]#[N:10])[CH2:12][CH2:13]2)[cH:6][n:7]1. Starting materials: FC(C(=O)OC(C(F)(F)F)=O)(F)F (Trifluoroacetic anhydride), ice, BrC=1C(=CC(=[N+](C1)[O-])C)OCC1CC1 (5-bromo-4-(cyclopropylmethoxy)-2-methylpyridine 1-oxide). Run in ClCCl (dichloromethane). Conditions: time 65 hour. Product: BrC=1C(=CC(=NC1)CO)OCC1CC1 ((5-Bromo-4-(cyclopropylmethoxy)pyridin-2-yl)methanol). Yield: 90.1%. RXN SMILES: FC(F)(F)C(OC(=O)C(F)(F)F)=[O:4].[Br:14][C:15]1[C:16]([O:23][CH2:24][CH:25]2[CH2:27][CH2:26]2)=[CH:17][C:18]([CH3:22])=[N+:19]([O-])[CH:20]=1>ClCCl>[Br:14][C:15]1[C:16]([O:23][CH2:24][CH:25]2[CH2:27][CH2:26]2)=[CH:17][C:18]([CH2:22][OH:4])=[N:19][CH:20]=1. Procedure: Trifluoroacetic anhydride (24.4 g, 16.2 mL, 116 mmol) was added dropwise over a period of 10 min. to an ice cold solution of 5-bromo-4-(cyclopropylmethoxy)-2-methylpyridine 1-oxide (10.0 g, 38.7 mmol) in dichloromethane (100 mL). The ice bath was removed and the mixture was stirred at ambient temperature for 65 h. Under cooling 5.4N aqueous NaOH solution (50 mL) was added and the mixture was extracted with dichloromethane/methanol 9/1 (3×200 mL). The combined extracts were dried over Na2SO4, fil... Reactants: C(C)(=O)C1=CC=C(C(=O)O)C=C1 (4-acetylbenzoic acid), C(C)(C)(C)O (t-butyl alcohol), CN1CCOCC1 (N-methylmorpholine), Cl.C(C)N=C=NCCCN(C)C (1-ethyl-3-(3-dimethylaminopropyl)carbodiimide hydrochloride). Reagents/catalysts: CN(C1=CC=NC=C1)C (4-dimethylaminopyridine). The solvent is C(Cl)Cl (methylene chloride). Conditions: time 8 hour. Yields the product C(C)(=O)C1=CC=C(C(=O)OC(C)(C)C)C=C1 (t-butyl 4-acetylbenzoate). Isolated yield 59.0%. RXN SMILES: [C:1]([C:4]1[CH:12]=[CH:11][C:7]([C:8]([OH:10])=[O:9])=[CH:6][CH:5]=1)(=[O:3])[CH3:2].[C:13](O)([CH3:16])([CH3:15])[CH3:14].CN1CCOCC1.Cl.C(N=C=NCCCN(C)C)C>C(Cl)Cl.CN(C)C1C=CN=CC=1>[C:1]([C:4]1[CH:12]=[CH:11][C:7]([C:8]([O:10][C:13]([CH3:16])([CH3:15])[CH3:14])=[O:9])=[CH:6][CH:5]=1)(=[O:3])[CH3:2] |f:3.4|. Procedure: To a solution of 4-acetylbenzoic acid (3.9 g) in anhydrous methylene chloride (120 ml) are added 4-dimethylaminopyridine (1.5 g), t-butyl alcohol (4.6 ml), N-methylmorpholine (3.4 ml) and 1-ethyl-3-(3-dimethylaminopropyl)carbodiimide hydrochloride (6.0 g) under ice cooling. The mixture is stirred under ice cooling for six hours and under water cooling overnight. The reaction mixture is concentrated under reduced pressure, water is added to the concentrate, and the whole is extracted with ether. ... The reactants are CC(=O)Nc1ncc(S(=O)(=O)Cl)s1, NCC(O)(Cn1cncn1)c1ccc(Cl)cc1Cl. Yields the product CC(=O)Nc1ncc(S(=O)(=O)NCC(O)(Cn2cncn2)c2ccc(Cl)cc2Cl)s1. RXN SMILES: [C:19]([CH3:20])(=[O:21])[NH:22][c:23]1[s:24][c:25]([S:28](=[O:29])(=[O:30])[Cl:31])[cH:26][n:27]1.[NH2:1][CH2:2][C:3]([CH2:4][n:5]1[n:6][cH:7][n:8][cH:9]1)([OH:10])[c:11]1[c:12]([Cl:18])[cH:13][c:14]([Cl:17])[cH:15][cH:16]1>>[NH:1]([CH2:2][C:3]([CH2:4][n:5]1[n:6][cH:7][n:8][cH:9]1)([OH:10])[c:11]1[c:12]([Cl:18])[cH:13][c:14]([Cl:17])[cH:15][cH:16]1)[S:28]([c:25]1[s:24][c:23]([NH:22][C:19]([CH3:20])=[O:21])[n:27][cH:26]1)(=[O:29])=[O:30]. Reactants: CC12CCC3c4ccc(OCc5ccccc5)cc4CCC3C1C(C(C(=O)O)C(=O)O)CC2=O, COCCOCCOC, O. Yields the product CC12CCC3c4ccc(OCc5ccccc5)cc4CCC3C1C(CC(=O)O)CC2=O. As a reaction SMILES: [CH2:1]([c:2]1[cH:3][cH:4][cH:5][cH:6][cH:7]1)[O:8][c:9]1[cH:10][c:11]2[c:24]([cH:25][cH:26]1)[CH:23]1[CH:14]([CH2:13][CH2:12]2)[CH:15]2[CH:16]([CH:28]([C:29](=[O:30])[OH:31])[C:32]([OH:33])=[O:34])[CH2:17][C:18](=[O:27])[C:19]2([CH3:20])[CH2:21][CH2:22]1.[CH3:36][O:37][CH2:38][CH2:39][O:40][CH2:41][CH2:42][O:43][CH3:44].[OH2:35]>>[CH2:1]([c:2]1[cH:3][cH:4][cH:5][cH:6][cH:7]1)[O:8][c:9]1[cH:10][c:11]2[c:24]([cH:25][cH:26]1)[CH:23]1[CH:14]([CH2:13][CH2:12]2)[CH:15]2[CH:16]([CH2:28][C:29](=[O:30])[OH:31])[CH2:17][C:18](=[O:27])[C:19]2([CH3:20])[CH2:21][CH2:22]1.